Dataset: the Open Reaction Database (ORD), a public repository of structured organic reaction records. Task: describe an organic reaction: reactants, conditions, products, and yield Reactants: C1=CN(C=N1)C(=O)N2C=CN=C2 (CDI), CC(C(=O)O)C1(C(N(CC1)CCC1=CC=CC=C1)=O)CC(C)C (α-methyl-3-(2-methylpropyl)-2-oxo-1-(2-phenylethyl)-3-pyrrolidineacetic acid), Cl (HCl), CN1CCOCC1 (N-methylmorpholine), C(C1=CC=CC=C1)ON (O-benzylhydroxylamine), resultant solution. Solvent: C(Cl)Cl (CH2Cl2). Run at time 1 hour. Yields the product C(C1=CC=CC=C1)ONC(C(C1(C(N(CC1)CCC1=CC=CC=C1)=O)CC(C)C)C)=O (N-Benzyloxy-α-methyl-3-(2-methylpropyl)-2-oxo-1-(2-phenylethyl)-3-pyrrolidineacetamide). Isolated yield 89.0%. RXN SMILES: C1N=CN(C(N2C=NC=C2)=O)C=1.[CH3:13][CH:14]([C:18]1([CH2:32][CH:33]([CH3:35])[CH3:34])[CH2:22][CH2:21][N:20]([CH2:23][CH2:24][C:25]2[CH:30]=[CH:29][CH:28]=[CH:27][CH:26]=2)[C:19]1=[O:31])[C:15]([OH:17])=O.[CH2:36]([O:43][NH2:44])[C:37]1[CH:42]=[CH:41][CH:40]=[CH:39][CH:38]=1.Cl.CN1CCOCC1>C(Cl)Cl>[CH2:36]([O:43][NH:44][C:15](=[O:17])[CH:14]([CH3:13])[C:18]1([CH2:32][CH:33]([CH3:35])[CH3:34])[CH2:22][CH2:21][N:20]([CH2:23][CH2:24][C:25]2[CH:30]=[CH:29][CH:28]=[CH:27][CH:26]=2)[C:19]1=[O:31])[C:37]1[CH:42]=[CH:41][CH:40]=[CH:39][CH:38]=1. Procedure details: CDI (39.7 mg, 0.245 mmol) is added to a solution of α-methyl-3-(2-methylpropyl)-2-oxo-1-(2-phenylethyl)-3-pyrrolidineacetic acid (74.0 mg, 0.233 mmol) and CH2Cl2 (2.0 mL). The solution is stirred for 1 hour at room temperature. To this is added O-benzylhydroxylamine.HCl (63.2 mg, 0.396 mmol) and N-methylmorpholine (44 μL, 0.40 mmol). The resultant solution is stirred for 16 hours at room temperature. Aqueous workup (CH2Cl2, MgSO4) and purification by flash chromatography (2:1 EtOAc:hexane) gives... The reactants are C1(CCC1)[C@@H](C1=CC(=CC=C1)F)NC(=O)C1=C(N(C(C=C1C)=O)C1=CC=CC=C1)C (2,4-dimethyl-6-oxo-1-phenyl-1,6-dihydro-pyridine-3-carboxylic acid [(S)-cyclobutyl-(3-fluoro-phenyl)-methyl]-amide), [B-](F)(F)(F)F.[B-](F)(F)(F)F.C1C[N+]2(CC[N+]1(CC2)CCl)F (selectfluor). Run in C(C)#N (acetonitrile). Conditions: time 3 day. Product: C1(CCC1)[C@@H](C1=CC(=CC=C1)F)NC(=O)C1=C(N(C(C(=C1C)F)=O)C1=CC=CC=C1)C (5-Fluoro-2,4-dimethyl-6-oxo-1-phenyl-1,6-dihydro-pyridine-3-carboxylic acid [(S)-cyclobutyl-(3-fluoro-phenyl)-methyl]-amide). The yield is 19.0%. Reaction SMILES: [CH:1]1([C@H:5]([NH:13][C:14]([C:16]2[C:21]([CH3:22])=[CH:20][C:19](=[O:23])[N:18]([C:24]3[CH:29]=[CH:28][CH:27]=[CH:26][CH:25]=3)[C:17]=2[CH3:30])=[O:15])[C:6]2[CH:11]=[CH:10][CH:9]=[C:8]([F:12])[CH:7]=2)[CH2:4][CH2:3][CH2:2]1.[B-](F)(F)(F)[F:32].[B-](F)(F)(F)F.C1[N+]2(CCl)CC[N+](F)(CC2)C1>C(#N)C>[CH:1]1([C@H:5]([NH:13][C:14]([C:16]2[C:21]([CH3:22])=[C:20]([F:32])[C:19](=[O:23])[N:18]([C:24]3[CH:25]=[CH:26][CH:27]=[CH:28][CH:29]=3)[C:17]=2[CH3:30])=[O:15])[C:6]2[CH:11]=[CH:10][CH:9]=[C:8]([F:12])[CH:7]=2)[CH2:4][CH2:3][CH2:2]1 |f:1.2.3|. Procedure details: A suspension of 2,4-dimethyl-6-oxo-1-phenyl-1,6-dihydro-pyridine-3-carboxylic acid [(S)-cyclobutyl-(3-fluoro-phenyl)-methyl]-amide (9.91 mg, 0.0245 mmol and selectfluor (10.0 mg, 0.0282 mmol) in acetonitrile (0.1 mL) was sonicated for 3 hrs at 40° C. then allowed to stand for 3 days. It was quenched with water (3 ml) and extracted with ethyl acetate (3×1 mL). The combined organic solution was transferred to a preparative TLC plate (SiO2, 0.25 mm×20 cm×20 cm) and eluted with ethyl acetate to give...